From a dataset of the Open Reaction Database (ORD), a public repository of structured organic reaction records. describe an organic reaction: reactants, conditions, products, and yield Reactants: CCOC([O-])[O-], Nc1ncccc1S(N)(=O)=O. RXN SMILES: [CH:12]([O-:13])([O-:14])[O:15][CH2:16][CH3:17].[NH2:1][c:2]1[n:3][cH:4][cH:5][cH:6][c:7]1[S:8](=[O:9])(=[O:10])[NH2:11]>>[NH:1]1[c:2]2[n:3][cH:4][cH:5][cH:6][c:7]2[S:8](=[O:9])(=[O:10])[NH:11][CH2:12]1. Yields the product O=S1(=O)NCNc2ncccc21. Starting materials: NC1=CC=C2CCCN(C2=C1)C(C(F)(F)F)=O (7-amino-1-trifluoroacetyl-1,2,3,4-tetrahydroquinoline), CC1=C(C(=O)O)C=CC(=N1)C1=CC(=C(C=C1)F)F (2-methyl-6-(3,4-difluorophenyl)nicotinic acid), Cl (HCl). The product is FC=1C=C(C=CC1F)C1=NC(=C(C(=O)NC2=CC=C3CCCNC3=C2)C=C1)C (6-(3,4-Difluorophenyl)-2-methyl-N-(1,2,3,4-tetrahydroquinolin-7-yl)nicotinamide). RXN SMILES: [NH2:1][C:2]1[CH:11]=[C:10]2[C:5]([CH2:6][CH2:7][CH2:8][N:9]2C(=O)C(F)(F)F)=[CH:4][CH:3]=1.[CH3:18][C:19]1[N:27]=[C:26]([C:28]2[CH:33]=[CH:32][C:31]([F:34])=[C:30]([F:35])[CH:29]=2)[CH:25]=[CH:24][C:20]=1[C:21](O)=[O:22].Cl>>[F:35][C:30]1[CH:29]=[C:28]([C:26]2[CH:25]=[CH:24][C:20]([C:21]([NH:1][C:2]3[CH:11]=[C:10]4[C:5]([CH2:6][CH2:7][CH2:8][NH:9]4)=[CH:4][CH:3]=3)=[O:22])=[C:19]([CH3:18])[N:27]=2)[CH:33]=[CH:32][C:31]=1[F:34]. Procedure details: Using the procedure outlined in Example 38, the title compound was prepared from 7-amino-1-trifluoroacetyl-1,2,3,4-tetrahydroquinoline (D5) (73 mg, 0.30 mmol) and 2-methyl-6-(3,4-difluorophenyl)nicotinic acid (D108) (82 mg, 0.33 mmol) then converted to the HCl salt as a buff solid. 1H NMR (400 MHz, DMSO) δ (ppm): 8.23 (dd, 1H), 8.04 (m, 3H), 7.87 (d, 1H), 7.63 (d, 1H), 7.57 (m, 1H), 7.29 (d, 1H), 3.34 (m, 2H), 2.80 (m, 2H), 2.67 (s, 3H), 2.02 (m, 2H). Starting materials: CN1C(=NCC1)C1=CC=C(C=C1)NC(C(NC(=O)NC1=CC=C(C=C1)Cl)C1=C(C=CC=C1)Br)=O (N-[4-(1-methyl-4,5-dihydro-1H-imidazol-2-yl)phenyl]-2-(2-bromophenyl)-2-(4-chlorophenylaminocarbonylamino)-acetamide), CN(C)N=C1CC=C(C=C1)N (4-(dimethylaminoimino)phenylamine), C(CCl)Cl (EDC). Solvent: CN(C)C=O (DMF), O (H2O). Reaction conditions: time 2 hour. Yields the product CN(C)N=C1CC=C(C=C1)NC(C(NC(=O)NC1=CC=C(C=C1)Cl)C1=C(C=CC=C1)Br)=O (N-[4-(dimethylaminoimino)phenyl]-2-(2-bromophenyl)-2-(4-chlorophenylamino-carbonylamino)-acetamide). Yield: 48.4%. As a reaction SMILES: CN1CCN=C1[C:7]1[CH:12]=[CH:11][C:10]([NH:13][C:14](=[O:34])[CH:15]([C:27]2[CH:32]=[CH:31][CH:30]=[CH:29][C:28]=2[Br:33])[NH:16][C:17]([NH:19][C:20]2[CH:25]=[CH:24][C:23]([Cl:26])=[CH:22][CH:21]=2)=[O:18])=[CH:9][CH:8]=1.[CH3:35][N:36]([N:38]=C1C=CC(N)=CC1)[CH3:37].C(Cl)CCl>CN(C=O)C.O>[CH3:35][N:36]([N:38]=[C:7]1[CH:12]=[CH:11][C:10]([NH:13][C:14](=[O:34])[CH:15]([C:27]2[CH:32]=[CH:31][CH:30]=[CH:29][C:28]=2[Br:33])[NH:16][C:17]([NH:19][C:20]2[CH:25]=[CH:24][C:23]([Cl:26])=[CH:22][CH:21]=2)=[O:18])=[CH:9][CH2:8]1)[CH3:37]. Reported procedure: To a solution of 2-(2-bromophenyl)-2-(4-chlorophenylaminocarbonylamino)-acetic acid (from EXAMPLE 77, 60 mg, 0.16 mmol) and 4-(dimethylaminoimino)phenylamine (51 mg, 0.31 mmol) in DMF (4 mL) and H2O (1 mL), EDC (120 mg, 0.62 mmol) was added. After being stirred at room temperature for 2 h, the mixture was concentrated in vacuo. The residue was purified by HPLC to give the titled compound as a powder (40 mg). MS 528.2 and 530.2 (M+H, Cl+Br pattern). Reactants: [BH4-], C1CCOC1, CNC(=O)COc1cccc2ccccc12, CO, I, [Na+]. Yields the product CNCCOc1cccc2ccccc12. RXN SMILES: [BH4-:17].[CH2:22]1[O:23][CH2:24][CH2:25][CH2:26]1.[CH3:1][NH:2][C:3]([CH2:4][O:5][c:6]1[cH:7][cH:8][cH:9][c:10]2[cH:11][cH:12][cH:13][cH:14][c:15]12)=[O:16].[CH3:20][OH:21].[I:19].[Na+:18]>>[CH3:1][NH:2][CH2:3][CH2:4][O:5][c:6]1[cH:7][cH:8][cH:9][c:10]2[cH:11][cH:12][cH:13][cH:14][c:15]12.